From a dataset of the Open Reaction Database (ORD), a public repository of structured organic reaction records. describe an organic reaction: reactants, conditions, products, and yield The reactants are Cl.CNOC (N,O-dimethylhydroxylamine hydrochloride), N1C=NC=C1 (imidazole), C1(=CC=CC=C1)OP(=O)(Cl)Cl (phenyldichlorophosphate), C(C)(C)(C)OC(=O)N[C@@H](CC1=CC=CC=C1)C(=O)O (N-t-butoxycarbonyl-L-phenylalanine), final suspension. The solvent is C(Cl)Cl (methylene chloride), C(Cl)Cl (methylene chloride), C(Cl)Cl (methylene chloride). Conditions: time 0.5 hour. The product is CON(C([C@@H](NC(=O)OC(C)(C)C)CC1=CC=CC=C1)=O)C (N-Methoxy-N-methyl-Nα -t-butoxycarbonyl-L-phenylalaninamide). Yield: 100.3%. Reaction SMILES: N1C=CN=C1.C1(OP(Cl)(Cl)=O)C=CC=CC=1.[C:17]([O:21][C:22]([NH:24][C@H:25]([C:33]([OH:35])=O)[CH2:26][C:27]1[CH:32]=[CH:31][CH:30]=[CH:29][CH:28]=1)=[O:23])([CH3:20])([CH3:19])[CH3:18].Cl.[CH3:37][NH:38][O:39][CH3:40]>C(Cl)Cl>[CH3:40][O:39][N:38]([CH3:37])[C:33](=[O:35])[C@H:25]([CH2:26][C:27]1[CH:28]=[CH:29][CH:30]=[CH:31][CH:32]=1)[NH:24][C:22]([O:21][C:17]([CH3:18])([CH3:19])[CH3:20])=[O:23] |f:3.4|. Procedure details: To a solution of 44.2 g (0.65 mole) of imidazole in methylene chloride (300 ml) is added with stirring 19.4 ml (0.13 mole) of phenyldichlorophosphate. The mixture is stirred at room temperature for 0.5 hour, and then cooled to 0° C. A solution of 34.5 g (0.13 mole) of N-t-butoxycarbonyl-L-phenylalanine in 10 methylene chloride (120 ml) is added, and the mixture is stirred at 0° C. for 1 hr. N,O-dimethylhydroxylamine hydrochloride (15.2 g, 0,156 mole) is then added in small portions. The resultin... The reactants are FC1=C(C=CC=C1F)CSC1=NC(=CC(=N1)NS(=O)(=O)C1=CN(C(C=C1)=O)C)O[C@@H](COC(C1=CC=CC=C1)(C1=CC=CC=C1)C1=CC=CC=C1)C (N-[2-[[(2,3-difluorophenyl)methyl]thio]-6-[(1R)-1-methyl-2-(triphenylmethoxy)ethoxy]-4-pyrimidinyl]-1,6-dihydro-1-methyl-6-oxo-3-pyridinesulfonamide), product, C1(=CC=C(C=C1)S(=O)(=O)O)C (p-toluenesulfonic acid), C1(=CC=CC=C1)OC (anisole). Solvent: CO (MeOH). Reaction conditions: time 18 hour. Yields the product FC1=C(C=CC=C1F)CSC1=NC(=CC(=N1)NS(=O)(=O)C1=CN(C(C=C1)=O)C)O[C@@H](CO)C (N-[2-[[(2,3-difluorophenyl)methyl]thio]-6-[(1R)-2-hydroxy-1-methylethoxy]-4-pyrimidinyl]-1,6-dihydro-1-methyl-6-oxo-3-pyridinesulfonamide). Reaction SMILES: [F:1][C:2]1[C:7]([F:8])=[CH:6][CH:5]=[CH:4][C:3]=1[CH2:9][S:10][C:11]1[N:16]=[C:15]([NH:17][S:18]([C:21]2[CH:26]=[CH:25][C:24](=[O:27])[N:23]([CH3:28])[CH:22]=2)(=[O:20])=[O:19])[CH:14]=[C:13]([O:29][C@H:30]([CH3:52])[CH2:31][O:32]C(C2C=CC=CC=2)(C2C=CC=CC=2)C2C=CC=CC=2)[N:12]=1.C1(C)C=CC(S(O)(=O)=O)=CC=1.C1(OC)C=CC=CC=1>CO>[F:1][C:2]1[C:7]([F:8])=[CH:6][CH:5]=[CH:4][C:3]=1[CH2:9][S:10][C:11]1[N:16]=[C:15]([NH:17][S:18]([C:21]2[CH:26]=[CH:25][C:24](=[O:27])[N:23]([CH3:28])[CH:22]=2)(=[O:19])=[O:20])[CH:14]=[C:13]([O:29][C@H:30]([CH3:52])[CH2:31][OH:32])[N:12]=1. Procedure: To a solution of N-[2-[[(2,3-difluorophenyl)methyl]thio]-6-[(1R)-1-methyl-2-(triphenylmethoxy)ethoxy]-4-pyrimidinyl]-1,6-dihydro-1-methyl-6-oxo-3-pyridinesulfonamide (the product from step (0.16 g) in MeOH (10 mL) was added p-toluenesulfonic acid (50 mg) and anisole (0.22 g). The reaction was then stirred at room temperature for 18 h. The reaction was partitioned between EtOAc (100 mL) and H2O (100 mL). The aqueous layer was then further extracted with EtOAc (2×100 mL). Combined organic layers w... Reactants: COCCCN, CO, CCOC(=N)c1ccc(C(=O)Nc2ccc(Cl)c(-c3ccccn3)c2)cc1. Yields the product COCCCNC(=N)c1ccc(C(=O)Nc2ccc(Cl)c(-c3ccccn3)c2)cc1. RXN SMILES: [CH3:28][O:29][CH2:30][CH2:31][CH2:32][NH2:33].[CH3:34][OH:35].[Cl:1][c:2]1[c:3](-[c:22]2[n:23][cH:24][cH:25][cH:26][cH:27]2)[cH:4][c:5]([NH:8][C:9](=[O:10])[c:11]2[cH:12][cH:13][c:14]([C:15]([O:16][CH2:17][CH3:18])=[NH:19])[cH:20][cH:21]2)[cH:6][cH:7]1>>[Cl:1][c:2]1[c:3](-[c:22]2[n:23][cH:24][cH:25][cH:26][cH:27]2)[cH:4][c:5]([NH:8][C:9](=[O:10])[c:11]2[cH:12][cH:13][c:14]([C:15](=[NH:19])[NH:33][CH2:32][CH2:31][CH2:30][O:29][CH3:28])[cH:20][cH:21]2)[cH:6][cH:7]1. Reaction SMILES: [CH2:1]([NH:13][CH2:14][CH2:15][NH2:16])[CH2:2][CH2:3][CH2:4][CH2:5][CH2:6][CH2:7][CH2:8][CH2:9][CH2:10][CH2:11][CH3:12].[C:17](OCC)(=[O:22])[CH2:18][C:19]([CH3:21])=O>>[CH2:1]([N:13]1[C:17](=[O:22])[CH2:18][C:19]([CH3:21])=[N:16][CH2:15][CH2:14]1)[CH2:2][CH2:3][CH2:4][CH2:5][CH2:6][CH2:7][CH2:8][CH2:9][CH2:10][CH2:11][CH3:12]. Reactants: C(CCCCCCCCCCC)NCCN (N-dodecylethylenediamine), C(CC(=O)C)(=O)OCC (ethyl acetoacetate). The product is C(CCCCCCCCCCC)N1CCN=C(CC1=O)C (4-dodecyl-7-methyl-3,6-dihydro-2H-1,4-diazepin-5-one). Procedure: Into a four-necked flask provided with a stirrer, thermometer, gas inlet tube, and water measuring tube connected with a reflux condenser, were charged 228.1 g (1 mole) of N-dodecylethylenediamine and 130.1 g (1 mole) of ethyl acetoacetate. While bubbling nitrogen gas, the flask was heated at 150° to 160° C. to distill off 18 g of water and 46 g of ethanol, and then 4-dodecyl-7-methyl-3,6-dihydro-2H-1,4-diazepin-5-one in slight yellow liquid was obtained. Starting materials: NC(C(C)C)CCCCCCCCC(C(C)C)N (3,12-Diamino-2,13-dimethyltetradecane), C1(CCCCCC1)C1N=NC(CC=CCCC=CC1)C1CCCCCC1 (3,12-dicycloheptyl-1,2-diaza-1,5,9-cyclododecatriene). Yields the product NC(CCCCCCCCC(C1CCCCCC1)N)C1CCCCCC1 (1,10-Diamino-1,10-dicycloheptyldecane). RXN SMILES: NC(CCCCCCCCC(N)C(C)C)C(C)C.[CH:19]1([CH:26]2[CH2:37][CH:36]=[CH:35][CH2:34][CH2:33][CH:32]=[CH:31][CH2:30][CH:29]([CH:38]3[CH2:44][CH2:43][CH2:42][CH2:41][CH2:40][CH2:39]3)[N:28]=[N:27]2)[CH2:25][CH2:24][CH2:23][CH2:22][CH2:21][CH2:20]1>>[NH2:27][CH:26]([CH:19]1[CH2:20][CH2:21][CH2:22][CH2:23][CH2:24][CH2:25]1)[CH2:37][CH2:36][CH2:35][CH2:34][CH2:33][CH2:32][CH2:31][CH2:30][CH:29]([NH2:28])[CH:38]1[CH2:44][CH2:43][CH2:42][CH2:41][CH2:40][CH2:39]1. Procedure: The procedure described in (a) is repeated, starting from 106 g (0.3 mole) of 3,12-dicycloheptyl-1,2-diaza-1,5,9-cyclododecatriene (diastereoisomer mixture) and using correspondingly reduced amounts of catalyst and solvent, affording after purification by chromatography 63 g (58% of theory) of 1,10-diamino-1,10-dicycloheptyldecane as a colourless oil [nD20 =1.5018; IR spectrum (liquid) includes bands at 3390, 3310, 3618 cm-1 ]. PG,21